From a dataset of the Open Reaction Database (ORD), a public repository of structured organic reaction records. describe an organic reaction: reactants, conditions, products, and yield Reactants: CCCCCOc1ccc(-c2ncc(C#N)c(Cl)n2)cc1, C1COCCO1, [Zn]. Yields the product CCCCCOc1ccc(-c2ncc(C#N)cn2)cc1. Reaction SMILES: [Cl:1][c:2]1[n:3][c:4](-[c:10]2[cH:11][cH:12][c:13]([O:16][CH2:17][CH2:18][CH2:19][CH2:20][CH3:21])[cH:14][cH:15]2)[n:5][cH:6][c:7]1[C:8]#[N:9].[O:23]1[CH2:24][CH2:25][O:26][CH2:27][CH2:28]1.[Zn:22]>>[cH:2]1[n:3][c:4](-[c:10]2[cH:11][cH:12][c:13]([O:16][CH2:17][CH2:18][CH2:19][CH2:20][CH3:21])[cH:14][cH:15]2)[n:5][cH:6][c:7]1[C:8]#[N:9]. Reactants: C(C)(C)O.C(CCCCCCCCCCC)(=O)OC (isopropyl alcohol methyl laurate), CC(C)NCC(COC1=CC=CC2=C1C=CN2)O.Cl (pindolol HCl). Product: CC(C)NCC(COC1=CC=CC2=C1C=CN2)O.Cl (pindolol HCl), CC(C)NCC(COC=1C=CC=C2C1C=CN2)O (pindolol). RXN SMILES: C(O)(C)C.C(OC)(=O)CCCCCCCCCCC.[CH3:20][CH:21]([NH:23][CH2:24][CH:25]([OH:37])[CH2:26][O:27][C:28]1[C:33]2[CH:34]=[CH:35][NH:36][C:32]=2[CH:31]=[CH:30][CH:29]=1)[CH3:22].[ClH:38]>>[CH3:22][CH:21]([NH:23][CH2:24][CH:25]([OH:37])[CH2:26][O:27][C:28]1[C:33]2[CH:34]=[CH:35][NH:36][C:32]=2[CH:31]=[CH:30][CH:29]=1)[CH3:20].[ClH:38].[CH3:22][CH:21]([NH:23][CH2:24][CH:25]([OH:37])[CH2:26][O:27][C:28]1[CH:29]=[CH:30][CH:31]=[C:32]2[NH:36][CH:35]=[CH:34][C:33]=12)[CH3:20] |f:0.1,2.3,4.5|. Procedure: A gelled pindolol HCl/permeation enhancer reservoir ointment is prepared by mixing adequate quantities of a 1/1 volume ratio of isopropyl alcohol/methyl laurate with pindolol HCl and Klucel® gelling agent (FMC) to provide a 50 mg/ml pindolol suspension containing 5% by weight Klucel® gelling agent.